This data is from the Open Reaction Database (ORD), a public repository of structured organic reaction records. The task is: describe an organic reaction: reactants, conditions, products, and yield Reactants: Cc1cc[nH]n1, CN(C)C=O, CCCCCC, O=C(c1ccc(F)cc1Cl)N1Cc2cccnc2Oc2ccccc21, [KH]. Product: Cc1ccn(-c2ccc(C(=O)N3Cc4cccnc4Oc4ccccc43)c(Cl)c2)n1. As a reaction SMILES: [CH3:1][c:2]1[n:3][nH:4][cH:5][cH:6]1.[CH3:39][N:40]([CH3:41])[CH:42]=[O:43].[CH3:7][CH2:8][CH2:9][CH2:10][CH2:11][CH3:12].[Cl:14][c:15]1[c:16]([C:22](=[O:23])[N:24]2[CH2:25][c:26]3[c:27]([n:35][cH:36][cH:37][cH:38]3)[O:28][c:29]3[c:30]2[cH:31][cH:32][cH:33][cH:34]3)[cH:17][cH:18][c:19]([F:21])[cH:20]1.[KH:13]>>[CH3:1][c:2]1[n:3][n:4](-[c:19]2[cH:18][cH:17][c:16]([C:22](=[O:23])[N:24]3[CH2:25][c:26]4[c:27]([n:35][cH:36][cH:37][cH:38]4)[O:28][c:29]4[c:30]3[cH:31][cH:32][cH:33][cH:34]4)[c:15]([Cl:14])[cH:20]2)[cH:5][cH:6]1. Reactants: NN (hydrazine), ClC=1C=CC(=C(C(=O)C2=CC=CC=C2)C1)N1C(=NC=C1)CN1C(C=2C(C1=O)=CC=CC2)=O (5-Chloro-2-[2-(phthalimidomethyl)imidazol-1-yl]benzophenone). The solvent is C(C)O (ethanol). Reaction conditions: time 2 hour. Yields the product ClC=1C=CC2=C(C(=NCC=3N2C=CN3)C3=CC=CC=C3)C1 (8-chloro-6-phenyl-4H-imidazo[1,2-a][1,4]benzodiazepine). RXN SMILES: [Cl:1][C:2]1[CH:3]=[CH:4][C:5]([N:16]2[CH:20]=[CH:19][N:18]=[C:17]2[CH2:21][N:22]2[C:26](=O)[C:25]3=[CH:28][CH:29]=[CH:30][CH:31]=[C:24]3C2=O)=[C:6]([CH:15]=1)C(C1C=CC=CC=1)=O.NN>C(O)C>[Cl:1][C:2]1[CH:3]=[CH:4][C:5]2[N:16]3[CH:20]=[CH:19][N:18]=[C:17]3[CH2:21][N:22]=[C:26]([C:25]3[CH:28]=[CH:29][CH:30]=[CH:31][CH:24]=3)[C:6]=2[CH:15]=1. Reported procedure: 5-Chloro-2-[2-(phthalimidomethyl)imidazol-1-yl]benzophenone (0.883 g., 2.00 mmol) is suspended in 12 ml. of absolute ethanol, treated with hydrazine and heated to 72°-74° C. Within 10 minutes all of the solid dissolves. After 2 hours the reaction is stopped and white solid is removed by filtration. The mother liquor is concentrated in vacuo to an oil which is crystallized from ethyl acetate-hexane-mixtures to give 8-chloro-6-phenyl-4H-imidazo[1,2-a][1,4]benzodiazepine of melting point 143°-148° ... Reaction SMILES: [CH3:17][C:18]1([C:21](=[O:22])[OH:23])[CH2:19][CH2:20]1.[Cl-:16].[NH2:1][c:2]1[cH:3][cH:4][c:5]([C:8]2=[N:13][NH:12][C:11](=[O:14])[CH2:10][CH:9]2[CH3:15])[cH:6][cH:7]1.[O:24]1[CH2:25][CH2:26][CH2:27][CH2:28]1>>[NH:1]([c:2]1[cH:3][cH:4][c:5]([C:8]2=[N:13][NH:12][C:11](=[O:14])[CH2:10][CH:9]2[CH3:15])[cH:6][cH:7]1)[C:21]([C:18]1([CH3:17])[CH2:19][CH2:20]1)=[O:22]. Starting materials: CC1(C(=O)O)CC1, [Cl-], CC1CC(=O)NN=C1c1ccc(N)cc1, C1CCOC1. Product: CC1CC(=O)NN=C1c1ccc(NC(=O)C2(C)CC2)cc1. Starting materials: ClC1=C(C(=CC(=C1)C(F)(F)F)Cl)N1N=C(C(=C1N(C)CC(CO)O)S(=O)(=O)C(F)(F)F)C#N (1-[2,6-dichloro-4-(trifluoromethyl)phenyl]-5-[(2,3-dihydroxypropyl)(methyl)amino]-4-[(trifluoromethyl)sulfonyl]-1H-pyrazole-3-carbonitrile), C(C)(C)N(CC)C(C)C (diisopropylethylamin), C1CCOC1 (THF), CCCCCCC.C(C)(=O)OCC (heptane ethyl acetate), Compound 05-18. The solvent is O (water). Run at temperature 25 celsius, time 20 hour. Yields the product ClC1=C(C(=CC(=C1)C(F)(F)F)Cl)N1N=C(C(=C1N(CC1OC(OC1)=O)C)S(=O)(=O)C(F)(F)F)C#N (1-[2,6-dichloro-4-(trifluoromethyl)phenyl]-5-(methyl[(2-oxo-1,3-dioxolan-4-yl)methyl]amino]-4-[(trifluoromethyl) sulfonyl]-1H-pyrazole-3-carbonitrile). The yield is 61.7%. RXN SMILES: [Cl:1][C:2]1[CH:7]=[C:6]([C:8]([F:11])([F:10])[F:9])[CH:5]=[C:4]([Cl:12])[C:3]=1[N:13]1[C:17]([N:18]([CH2:20][CH:21]([OH:24])[CH2:22][OH:23])[CH3:19])=[C:16]([S:25]([C:28]([F:31])([F:30])[F:29])(=[O:27])=[O:26])[C:15]([C:32]#[N:33])=[N:14]1.C(N(C(C)C)CC)(C)C.C1C[O:46][CH2:45]C1.CCCCCCC.C(OCC)(=O)C>O>[Cl:12][C:4]1[CH:5]=[C:6]([C:8]([F:11])([F:10])[F:9])[CH:7]=[C:2]([Cl:1])[C:3]=1[N:13]1[C:17]([N:18]([CH3:19])[CH2:20][CH:21]2[CH2:22][O:23][C:45](=[O:46])[O:24]2)=[C:16]([S:25]([C:28]([F:31])([F:29])[F:30])(=[O:26])=[O:27])[C:15]([C:32]#[N:33])=[N:14]1 |f:3.4|. Procedure: To a mixture of 1-[2,6-dichloro-4-(trifluoromethyl)phenyl]-5-[(2,3-dihydroxypropyl)(methyl)amino]-4-[(trifluoromethyl)sulfonyl]-1H-pyrazole-3-carbonitrile (0.20 g, 0.4 mmol) and diisopropylethylamin (0.14 g, 1.1 mmol) in THF (10 mL) phosgene-toluene solution (0.22 g, 20% COCl2, 0.4 mmol) was added. The mixture was stirred at 20-30° C. for 20 h. Extractive workup (heptane-ethyl acetate, water) and chromatography gave the title product (Compound 05-18, 0.14 g) as an oil; 1H-NMR: 2.88 (NMe), 3.35 a... Starting materials: CC(=O)OC(C)=O, COc1cccc2c1C(=O)CCC2, CC(=O)O, O, O=[N+]([O-])O. The product is COc1ccc([N+](=O)[O-])c2c1C(=O)CCC2. As a reaction SMILES: [CH3:19][C:20]([O:21][C:22](=[O:23])[CH3:24])=[O:25].[CH3:1][O:2][c:3]1[cH:4][cH:5][cH:6][c:7]2[c:12]1[C:11](=[O:13])[CH2:10][CH2:9][CH2:8]2.[CH3:26][C:27](=[O:28])[OH:29].[OH2:18].[OH:14][N+:15]([O-:16])=[O:17]>>[CH3:1][O:2][c:3]1[cH:4][cH:5][c:6]([N+:15](=[O:14])[O-:16])[c:7]2[c:12]1[C:11](=[O:13])[CH2:10][CH2:9][CH2:8]2. Reactants: COc1ccc(Br)cc1S(=O)[O-], CI, [Na+], CN(C)C=O. Product: COc1ccc(Br)cc1S(C)(=O)=O. Reaction SMILES: [Br:1][c:2]1[cH:3][cH:4][c:5]([O:11][CH3:12])[c:6]([S:8](=[O:9])[O-:10])[cH:7]1.[I:14][CH3:15].[Na+:13].[O:16]=[CH:17][N:18]([CH3:19])[CH3:20]>>[Br:1][c:2]1[cH:3][cH:4][c:5]([O:11][CH3:12])[c:6]([S:8](=[O:9])(=[O:10])[CH3:15])[cH:7]1. Starting materials: C1CCOC1, [Na+], [OH-], O, CC(C)(CO)NC(=S)Nc1ccc([N+](=O)[O-])cc1, Cc1ccc(S(=O)(=O)Cl)cc1. Yields the product CC1(C)COC(=Nc2ccc([N+](=O)[O-])cc2)N1. Reaction SMILES: [CH2:32]1[O:33][CH2:34][CH2:35][CH2:36]1.[Na+:20].[OH-:19].[OH2:37].[OH:1][CH2:2][C:3]([CH3:4])([CH3:5])[NH:6][C:7](=[S:8])[NH:9][c:10]1[cH:11][cH:12][c:13]([N+:16](=[O:17])[O-:18])[cH:14][cH:15]1.[c:21]1([CH3:22])[cH:23][cH:24][c:25]([S:26]([Cl:27])(=[O:28])=[O:29])[cH:30][cH:31]1>>[O:1]1[CH2:2][C:3]([CH3:4])([CH3:5])[NH:6][C:7]1=[N:9][c:10]1[cH:11][cH:12][c:13]([N+:16](=[O:17])[O-:18])[cH:14][cH:15]1.